Task: describe an organic reaction: reactants, conditions, products, and yield. Dataset: the Open Reaction Database (ORD), a public repository of structured organic reaction records The reactants are [Al+3], C1CCOC1, CC1(C)CC(=O)Nc2ccccc21, [H-], [H-], [H-], [H-], [Li+], [Na+], [Na+], O=S(=O)([O-])[O-]. Product: CC1(C)CCNc2ccccc21. Reaction SMILES: [Al+3:2].[CH2:27]1[O:28][CH2:29][CH2:30][CH2:31]1.[CH3:7][C:8]1([CH3:19])[CH2:9][C:10](=[O:18])[NH:11][c:12]2[cH:13][cH:14][cH:15][cH:16][c:17]21.[H-:1].[H-:4].[H-:5].[H-:6].[Li+:3].[Na+:20].[Na+:21].[O-:22][S:23]([O-:24])(=[O:25])=[O:26]>>[CH3:7][C:8]1([CH3:19])[CH2:9][CH2:10][NH:11][c:12]2[cH:13][cH:14][cH:15][cH:16][c:17]21. Reactants: CO, CC(C)(C)c1ccc(OCC=O)cc1, [Cl-], N, [NH4+], N#C[Na], O. Product: CC(C)(C)c1ccc(OCC(N)C#N)cc1. As a reaction SMILES: [CH3:21][OH:22].[CH3:7][C:8]([CH3:9])([CH3:10])[c:11]1[cH:12][cH:13][c:14]([O:15][CH2:16][CH:17]=[O:18])[cH:19][cH:20]1.[Cl-:1].[NH3:6].[NH4+:2].[Na:3][C:4]#[N:5].[OH2:23]>>[NH2:2][CH:17]([C:4]#[N:5])[CH2:16][O:15][c:14]1[cH:13][cH:12][c:11]([C:8]([CH3:7])([CH3:9])[CH3:10])[cH:20][cH:19]1. Reactants: ClC(Cl)Cl, O=Cc1ccccc1, [Na+], [OH-], SCCCS. Yields the product c1ccc(C2SCCCS2)cc1. As a reaction SMILES: [CH:16]([Cl:17])([Cl:18])[Cl:19].[CH:1](=[O:2])[c:3]1[cH:4][cH:5][cH:6][cH:7][cH:8]1.[Na+:15].[OH-:14].[SH:9][CH2:10][CH2:11][CH2:12][SH:13]>>[CH:1]1([c:3]2[cH:4][cH:5][cH:6][cH:7][cH:8]2)[S:9][CH2:10][CH2:11][CH2:12][S:13]1. The reactants are CC(C)(C)[O-], CCOC(C)=O, Clc1ccc(CCCCn2ccnn2)nn1, OCc1coc(C=Cc2ccc(C(F)(F)F)cc2F)n1, [Na+], C1CCOC1. Product: Fc1cc(C(F)(F)F)ccc1C=Cc1nc(COc2ccc(CCCCn3ccnn3)nn2)co1. Reaction SMILES: [CH3:21][C:22]([CH3:23])([O-:24])[CH3:25].[CH3:43][CH2:44][O:45][C:46](=[O:47])[CH3:48].[Cl:27][c:28]1[n:29][n:30][c:31]([CH2:34][CH2:35][CH2:36][CH2:37][n:38]2[n:39][n:40][cH:41][cH:42]2)[cH:32][cH:33]1.[F:1][c:2]1[c:3]([CH:12]=[CH:13][c:14]2[o:15][cH:16][c:17]([CH2:19][OH:20])[n:18]2)[cH:4][cH:5][c:6]([C:8]([F:9])([F:10])[F:11])[cH:7]1.[Na+:26].[O:49]1[CH2:50][CH2:51][CH2:52][CH2:53]1>>[F:1][c:2]1[c:3]([CH:12]=[CH:13][c:14]2[o:15][cH:16][c:17]([CH2:19][O:20][c:28]3[n:29][n:30][c:31]([CH2:34][CH2:35][CH2:36][CH2:37][n:38]4[n:39][n:40][cH:41][cH:42]4)[cH:32][cH:33]3)[n:18]2)[cH:4][cH:5][c:6]([C:8]([F:9])([F:10])[F:11])[cH:7]1.